Dataset: the Open Reaction Database (ORD), a public repository of structured organic reaction records. Task: describe an organic reaction: reactants, conditions, products, and yield Starting materials: COc1ccc2nccc(-n3cc4c(n3)CCC(NC(=O)OC(C)(C)C)C4)c2n1, CO, ClCCl, Cl, C1COCCO1. Product: COc1ccc2nccc(-n3cc4c(n3)CCC(N)C4)c2n1. RXN SMILES: [C:1]([O:2][C:3](=[O:4])[NH:7][CH:8]1[CH2:9][c:10]2[cH:11][n:12](-[c:17]3[cH:18][cH:19][n:20][c:21]4[cH:22][cH:23][c:24]([O:27][CH3:28])[n:25][c:26]34)[n:13][c:14]2[CH2:15][CH2:16]1)([CH3:5])([CH3:6])[CH3:29].[CH3:40][OH:41].[Cl:37][CH2:38][Cl:39].[ClH:30].[O:31]1[CH2:32][CH2:33][O:34][CH2:35][CH2:36]1>>[NH2:7][CH:8]1[CH2:9][c:10]2[cH:11][n:12](-[c:17]3[cH:18][cH:19][n:20][c:21]4[cH:22][cH:23][c:24]([O:27][CH3:28])[n:25][c:26]34)[n:13][c:14]2[CH2:15][CH2:16]1. Reactants: BrCC(=O)C1=C(C=CC(=C1)C(F)(F)F)F (2-bromo-1-(2-fluoro-5-trifluoromethyl-phenyl)-ethanone), NC(=S)N (thiourea). The solvent is CO (methanol). Conditions: temperature 0 celsius, time 1 hour. Product: Br.FC1=C(C=C(C=C1)C(F)(F)F)C=1N=C(SC1)N (4-(2-Fluoro-5-trifluoromethyl-phenyl)-thiazol-2-ylamine hydrobromide). As a reaction SMILES: [Br:1][CH2:2][C:3]([C:5]1[CH:10]=[C:9]([C:11]([F:14])([F:13])[F:12])[CH:8]=[CH:7][C:6]=1[F:15])=O.[NH2:16][C:17]([NH2:19])=[S:18]>CO>[BrH:1].[F:15][C:6]1[CH:7]=[CH:8][C:9]([C:11]([F:14])([F:13])[F:12])=[CH:10][C:5]=1[C:3]1[N:16]=[C:17]([NH2:19])[S:18][CH:2]=1 |f:3.4|. Procedure details: A solution of 5.8 g of 2-bromo-1-(2-fluoro-5-trifluoromethyl-phenyl)-ethanone in 44 ml of methanol was treated at room temperature with 2.2 g of thiourea and boiled for 1 hour. 2.8 g of 4-(2-fluoro-5-trifluoromethyl-phenyl)-thiazol-2-ylamine hydrobromide separated as colorless crystals upon cooling to 0° C. and after the addition of 15 ml of diethyl ether. Starting materials: CC#N, CN1C(=O)C(C)(C)CN(C2CCCC2)c2nc(Cl)ncc21, O=C(O)c1ccc(S)cc1. Yields the product CN1C(=O)C(C)(C)CN(C2CCCC2)c2nc(Sc3ccc(C(=O)O)cc3)ncc21. RXN SMILES: [CH3:32][C:33]#[N:34].[Cl:1][c:2]1[n:3][cH:4][c:5]2[c:6]([n:21]1)[N:7]([CH:16]1[CH2:17][CH2:18][CH2:19][CH2:20]1)[CH2:8][C:9]([CH3:14])([CH3:15])[C:10](=[O:13])[N:11]2[CH3:12].[SH:22][c:23]1[cH:24][cH:25][c:26]([C:27](=[O:28])[OH:29])[cH:30][cH:31]1>>[c:2]1([S:22][c:23]2[cH:24][cH:25][c:26]([C:27](=[O:28])[OH:29])[cH:30][cH:31]2)[n:3][cH:4][c:5]2[c:6]([n:21]1)[N:7]([CH:16]1[CH2:17][CH2:18][CH2:19][CH2:20]1)[CH2:8][C:9]([CH3:14])([CH3:15])[C:10](=[O:13])[N:11]2[CH3:12]. Reaction SMILES: [CH3:1][O:2][C:3](=[O:22])[CH:4]([OH:21])[CH:5]([C:15]1[CH:20]=[CH:19][CH:18]=[CH:17][CH:16]=1)[NH:6][C:7](=[O:14])[C:8]1[CH:13]=[CH:12][CH:11]=[CH:10][CH:9]=1.C1C=CC=CC=1.CO[CH:31](OC)[C:32]1[CH:37]=[CH:36][C:35]([O:38][CH3:39])=[CH:34][C:33]=1[O:40][CH3:41].C1(C)C=CC(S([O-])(=O)=O)=CC=1.[NH+]1C=CC=CC=1>C1COCC1>[CH3:1][O:2][C:3]([C@@H:4]1[O:21][CH:31]([C:32]2[CH:37]=[CH:36][C:35]([O:38][CH3:39])=[CH:34][C:33]=2[O:40][CH3:41])[N:6]([C:7](=[O:14])[C:8]2[CH:13]=[CH:12][CH:11]=[CH:10][CH:9]=2)[C@H:5]1[C:15]1[CH:16]=[CH:17][CH:18]=[CH:19][CH:20]=1)=[O:22] |f:3.4|. The solvent is C1CCOC1 (THF). The product is COC(=O)[C@H]1[C@@H](N(C(O1)C1=C(C=C(C=C1)OC)OC)C(C1=CC=CC=C1)=O)C1=CC=CC=C1 ((4S,5R)-N-Benzoyl-2-(2,4-dimethoxyphenyl)-4-phenyl-5-oxazolidinecarboxylic acid methyl ester). Reported procedure: N-Benzoyl-βphenyl isoserine methyl ester (3A, 0.5 g, 1.67 mM) is dissolved in dry THF (10 mL) and benzene (10 mL) and the solution treated with 2,4-dimethoxy benzaldehyde dimethyl acetal (4, 0.420 g, 1.98 mM) and pyridinium p-toluenesulfonate (12 mg) and the solution warmed to reflux. After 30 minutes the reaction is cooled to RT and allowed to stand overnight. It is then again warmed to slowly distill off ½ of the solvent over 1 hr. TLC shows the reaction to be finished at this point. The react... Starting materials: C1=CC=CC=C1 (benzene), COC(C1=C(C=C(C=C1)OC)OC)OC (2,4-dimethoxy benzaldehyde dimethyl acetal), C1(=CC=C(C=C1)S(=O)(=O)[O-])C.[NH+]1=CC=CC=C1 (pyridinium p-toluenesulfonate), COC(C(C(NC(C1=CC=CC=C1)=O)C1=CC=CC=C1)O)=O (N-Benzoyl-βphenyl isoserine methyl ester). Reaction conditions: time 8 hour. The reactants are C(C)(C)(C)OC(=O)NCC1=C(C=CC=C1)C1=CC=C(C=C1)CO[Si](C1=CC=CC=C1)(C1=CC=CC=C1)C(C)(C)C (2'-[(t-butoxycarbonylamino)methyl]-4-[(t-butyldiphenylsiloxy)methyl]-1,1'-biphenyl), solution, [F-].C(CCC)[N+](CCCC)(CCCC)CCCC (tetra-n-butylammonium fluoride). Run in O1CCCC1 (tetrahydrofuran), O1CCCC1 (tetrahydrofuran), C(C)OCC (diethyl ether). Conditions: time 2 hour. Yields the product C(C)(C)(C)OC(=O)NCC1=C(C=CC=C1)C1=CC=C(C=C1)CO (2'-[(t-Butoxycarbonylamino)methyl]-1,1'-biphenyl-4-methanol). The yield is 92.1%. Reaction SMILES: [C:1]([O:5][C:6]([NH:8][CH2:9][C:10]1[CH:15]=[CH:14][CH:13]=[CH:12][C:11]=1[C:16]1[CH:21]=[CH:20][C:19]([CH2:22][O:23][Si](C(C)(C)C)(C2C=CC=CC=2)C2C=CC=CC=2)=[CH:18][CH:17]=1)=[O:7])([CH3:4])([CH3:3])[CH3:2].[F-].C([N+](CCCC)(CCCC)CCCC)CCC>O1CCCC1.C(OCC)C>[C:1]([O:5][C:6]([NH:8][CH2:9][C:10]1[CH:15]=[CH:14][CH:13]=[CH:12][C:11]=1[C:16]1[CH:21]=[CH:20][C:19]([CH2:22][OH:23])=[CH:18][CH:17]=1)=[O:7])([CH3:4])([CH3:2])[CH3:3] |f:1.2|. Procedure: To a solution of 3.85 g (7.00 mmol) of 2'-[(t-butoxycarbonylamino)methyl]-4-[(t-butyldiphenylsiloxy)methyl]-1,1'-biphenyl (Step D) in 25 mL of dry tetrahydrofuran under a nitrogen atmosphere was added by syringe 10.5 mL (0.530 mmol) of a 1.0M solution of tetra-n-butylammonium fluoride in tetrahydrofuran. The reaction mixture was stirred for two hours then diluted with 700 mL of diethyl ether. The mixture was washed with water (3×150 mL), saturated aqueous sodium bicarbonate (50 mL), saturated aq...